From a dataset of the Open Reaction Database (ORD), a public repository of structured organic reaction records. describe an organic reaction: reactants, conditions, products, and yield Reactants: O=C([O-])[O-], CC(C)=O, Cc1nc(O)cc(CCl)n1, [K+], [K+], CCOS(=O)(=O)OCC. The product is CCOc1cc(CCl)nc(C)n1. Reaction SMILES: [C:20](=[O:21])([O-:22])[O-:23].[CH3:26][C:27](=[O:28])[CH3:29].[Cl:1][CH2:2][c:3]1[cH:4][c:5]([OH:10])[n:6][c:7]([CH3:9])[n:8]1.[K+:24].[K+:25].[S:11]([O:12][CH2:13][CH3:14])([O:17][CH2:15][CH3:16])(=[O:18])=[O:19]>>[Cl:1][CH2:2][c:3]1[cH:4][c:5]([O:10][CH2:15][CH3:16])[n:6][c:7]([CH3:9])[n:8]1. Starting materials: C1(=CC=CC=C1)C(OC1CCN(CC1)CCCN)C1=CC=CC=C1 (4-(diphenylmethoxy)-1-piperidinepropanamine), ClC=1C(=CC=2N(N1)C=C(N2)C(C(=O)OC(C)C)(C)C)C (isopropyl 2-(6-chloro-7-methylimidazo[1,2-b]pyridazin-2-yl)-2-methylpropionate), C([O-])(O)=O.[Na+] (sodium bicarbonate). Yields the product C1(=CC=CC=C1)C(OC1CCN(CC1)CCCNC=1C(=CC=2N(N1)C=C(N2)C(C(=O)OC(C)C)(C)C)C)C2=CC=CC=C2 (isopropyl 2-[6-[3-[4-(diphenylmethoxy)piperidino]propylamino]-7-methylimidazo[1,2-b]pyridazin-2-yl]-2-methylpropionate). The yield is 58.7%. RXN SMILES: [C:1]1([CH:7]([C:19]2[CH:24]=[CH:23][CH:22]=[CH:21][CH:20]=2)[O:8][CH:9]2[CH2:14][CH2:13][N:12]([CH2:15][CH2:16][CH2:17][NH2:18])[CH2:11][CH2:10]2)[CH:6]=[CH:5][CH:4]=[CH:3][CH:2]=1.Cl[C:26]1[C:27]([CH3:44])=[CH:28][C:29]2[N:30]([CH:32]=[C:33]([C:35]([CH3:43])([CH3:42])[C:36]([O:38][CH:39]([CH3:41])[CH3:40])=[O:37])[N:34]=2)[N:31]=1.C(=O)(O)[O-].[Na+]>>[C:19]1([CH:7]([C:1]2[CH:2]=[CH:3][CH:4]=[CH:5][CH:6]=2)[O:8][CH:9]2[CH2:14][CH2:13][N:12]([CH2:15][CH2:16][CH2:17][NH:18][C:26]3[C:27]([CH3:44])=[CH:28][C:29]4[N:30]([CH:32]=[C:33]([C:35]([CH3:42])([CH3:43])[C:36]([O:38][CH:39]([CH3:40])[CH3:41])=[O:37])[N:34]=4)[N:31]=3)[CH2:11][CH2:10]2)[CH:24]=[CH:23][CH:22]=[CH:21][CH:20]=1 |f:2.3|. Procedure details: 1.40 g of 4-(diphenylmethoxy)-1-piperidinepropanamine and 0.636 g of isopropyl 2-(6-chloro-7-methylimidazo[1,2-b]pyridazin-2-yl)-2-methylpropionate were stirred at 190-200° C. for 3 hours. After cooling, aqueous sodium bicarbonate was added, followed by extraction with ethyl acetate; the extract was washed with saline and dried with magnesium sulfate. The dry product was concentrated under reduced pressure; the residue was subjected to silica gel column chromatography and eluted with ethyl aceta... Starting materials: C1(=CC=CC=C1)S (Phenyl hydrosulfide), C([O-])([O-])=O.[K+].[K+] (potassium carbonate), IC=1C=CN2N=C(N(C(C21)=O)C2=CC=CC=C2)[C@H](C)NC(OC(C)(C)C)=O ((S)-tert-Butyl (1-(5-iodo-4-oxo-3-phenyl-3,4-dihydropyrrolo[2,1-f][1,2,4]triazin-2-yl)ethyl)carbamate). Reagents/catalysts: [Cu]I (copper(I) iodide). Run in CN(C=O)C (dimethylformamide). Conditions: temperature 70 celsius. Yields the product O=C1N(C(=NN2C1=C(C=C2)SC2=CC=CC=C2)[C@H](C)NC(OC(C)(C)C)=O)C2=CC=CC=C2 ((S)-tert-Butyl (1-(4-oxo-3-phenyl-5-(phenylthio)-3,4-dihydropyrrolo[2,1-f][1,2,4]triazin-2-yl)ethyl)carbamate). Yield: 28.0%. RXN SMILES: I[C:2]1[CH:3]=[CH:4][N:5]2[C:10]=1[C:9](=[O:11])[N:8]([C:12]1[CH:17]=[CH:16][CH:15]=[CH:14][CH:13]=1)[C:7]([C@@H:18]([NH:20][C:21](=[O:27])[O:22][C:23]([CH3:26])([CH3:25])[CH3:24])[CH3:19])=[N:6]2.[C:28]1([SH:34])[CH:33]=[CH:32][CH:31]=[CH:30][CH:29]=1.C(=O)([O-])[O-].[K+].[K+]>CN(C)C=O.[Cu]I>[O:11]=[C:9]1[C:10]2=[C:2]([S:34][C:28]3[CH:33]=[CH:32][CH:31]=[CH:30][CH:29]=3)[CH:3]=[CH:4][N:5]2[N:6]=[C:7]([C@@H:18]([NH:20][C:21](=[O:27])[O:22][C:23]([CH3:26])([CH3:25])[CH3:24])[CH3:19])[N:8]1[C:12]1[CH:17]=[CH:16][CH:15]=[CH:14][CH:13]=1 |f:2.3.4|. Procedure: (S)-tert-Butyl (1-(5-iodo-4-oxo-3-phenyl-3,4-dihydropyrrolo[2,1-f][1,2,4]triazin-2-yl)ethyl)carbamate (700 mg, 1.46 mmol) was dissolved in 50 mL dimethylformamide in a pressure reactor. Phenyl hydrosulfide (241 mg, 2.19 mmol), potassium carbonate (302 mg, 2.19 mmol) and copper(I) iodide (416 mg, 2.18 mmol) were added under argon atmosphere and the reaction mixture heated at 70° C. overnight. The reaction mixture was cooled at room temperature and partitioned between ethyl acetate and water. The ... Starting materials: [Cl-], Cc1ccc(S(=O)(=O)O)cc1, CC(=O)c1ccc(N2CCN(C(=O)c3noc4c3CNCC4)CC2)cc1. Product: CC(=O)c1ccc(N2CCN(C(=O)c3noc4c3CN(S(=O)(=O)c3ccc(C)cc3)CC4)CC2)cc1. As a reaction SMILES: [Cl-:27].[c:28]1([CH3:38])[cH:29][cH:30][c:31]([S:34](=[O:35])(=[O:36])[OH:37])[cH:32][cH:33]1.[o:1]1[n:2][c:3]([C:10](=[O:11])[N:12]2[CH2:13][CH2:14][N:15]([c:18]3[cH:19][cH:20][c:21]([C:24]([CH3:25])=[O:26])[cH:22][cH:23]3)[CH2:16][CH2:17]2)[c:4]2[c:9]1[CH2:8][CH2:7][NH:6][CH2:5]2>>[o:1]1[n:2][c:3]([C:10](=[O:11])[N:12]2[CH2:13][CH2:14][N:15]([c:18]3[cH:19][cH:20][c:21]([C:24]([CH3:25])=[O:26])[cH:22][cH:23]3)[CH2:16][CH2:17]2)[c:4]2[c:9]1[CH2:8][CH2:7][N:6]([S:34]([c:31]1[cH:30][cH:29][c:28]([CH3:38])[cH:33][cH:32]1)(=[O:35])=[O:36])[CH2:5]2.